From a dataset of the Open Reaction Database (ORD), a public repository of structured organic reaction records. describe an organic reaction: reactants, conditions, products, and yield The reactants are CC(=O)[O-], CO, COC(=O)C1C(=O)CCC1C(C)C, [NH4+]. The product is COC(=O)C1=C(N)CCC1C(C)C. RXN SMILES: [CH3:15][C:16](=[O:17])[O-:18].[CH3:19][OH:20].[CH:1]([CH3:2])([CH3:3])[CH:4]1[CH:5]([C:10](=[O:11])[O:12][CH3:13])[C:6](=[O:9])[CH2:7][CH2:8]1.[NH4+:14]>>[CH:1]([CH3:2])([CH3:3])[CH:4]1[C:5]([C:10](=[O:11])[O:12][CH3:13])=[C:6]([NH2:14])[CH2:7][CH2:8]1.